Dataset: the Open Reaction Database (ORD), a public repository of structured organic reaction records. Task: describe an organic reaction: reactants, conditions, products, and yield RXN SMILES: [Br:1][C:2]1[C:3]([C:14](=[S:16])[NH2:15])=[CH:4][C:5]([NH:8][C:9]([NH:11][CH2:12][CH3:13])=[O:10])=[N:6][CH:7]=1.CO[C:19]1C=CC(P2(SP(C3C=CC(OC)=CC=3)(=S)S2)=S)=C[CH:24]=1>C1COCC1>[Br:1][C:2]1[C:3]([C:14](=[S:16])[NH2:15])=[CH:4][C:5]([NH:8][C:9]([NH:11][CH:12]([CH2:19][CH3:24])[CH3:13])=[O:10])=[N:6][CH:7]=1. Run in C1CCOC1 (THF). Procedure details: The title compound was synthesized by a method analogous to the synthesis of Intermediate 42 starting with Intermediate 50 and Lawessons reagent in THF. MS (ESP): 332 (M+1) for C11H15BrN4OS Reactants: BrC=1C(=CC(=NC1)NC(=O)NCC)C(N)=S (5-bromo-2-(3-ethylureido)pyridine-4-carbothioamide), Intermediate 50, COC=1C=CC(=CC1)P2(=S)SP(=S)(S2)C=3C=CC(=CC3)OC (Lawessons reagent). The product is BrC=1C(=CC(=NC1)NC(=O)NC(C)CC)C(N)=S (5-Bromo-2-(3-sec-butylureido)pyridine-4-carbothioamide).